This data is from the Open Reaction Database (ORD), a public repository of structured organic reaction records. The task is: describe an organic reaction: reactants, conditions, products, and yield Starting materials: CO, Cl, CN(C)C1(c2ccccc2)CCC(N(C(=O)C(F)(F)F)C(Cc2c[nH]c3ccccc23)c2nnn[nH]2)CC1. The product is CN(C)C1(c2ccccc2)CCC(NC(Cc2c[nH]c3ccccc23)c2nnn[nH]2)CC1. As a reaction SMILES: [CH3:40][OH:41].[ClH:39].[nH:1]1[cH:2][c:3]([CH2:10][CH:11]([c:12]2[n:13][n:14][n:15][nH:16]2)[N:17]([C:18](=[O:19])[C:20]([F:21])([F:22])[F:23])[CH:24]2[CH2:25][CH2:26][C:27]([c:30]3[cH:31][cH:32][cH:33][cH:34][cH:35]3)([N:36]([CH3:37])[CH3:38])[CH2:28][CH2:29]2)[c:4]2[cH:5][cH:6][cH:7][cH:8][c:9]12>>[nH:1]1[cH:2][c:3]([CH2:10][CH:11]([c:12]2[n:13][n:14][n:15][nH:16]2)[NH:17][CH:24]2[CH2:25][CH2:26][C:27]([c:30]3[cH:31][cH:32][cH:33][cH:34][cH:35]3)([N:36]([CH3:37])[CH3:38])[CH2:28][CH2:29]2)[c:4]2[cH:5][cH:6][cH:7][cH:8][c:9]12. The reactants are C(C)(C)(C)OC(=O)NCCC(C(=O)OCC)(C#N)C1CN(C1)C(=O)OC(C)(C)C (tert-Butyl 3-(4-((tert-butoxycarbonyl)amino)-2-cyano-1-ethoxy-1-oxobutan-2-yl)azetidine-1-carboxylate), [H-].[Na+] (sodium hydride), C(O)([O-])=O.[Na+] (sodium hydrogen carbonate). The solvent is O1CCCC1 (tetrahydrofuran). Conditions: time 1 hour. Yields the product C(#N)C1(C(NCC1)=O)C1CN(C1)C(=O)OC(C)(C)C (tert-butyl 3-(3-cyano-2-oxopyrrolidin-3-yl)azetidine-1-carboxylate). Yield: 31.0%. RXN SMILES: C(OC([NH:8][CH2:9][CH2:10][C:11]([CH:19]1[CH2:22][N:21]([C:23]([O:25][C:26]([CH3:29])([CH3:28])[CH3:27])=[O:24])[CH2:20]1)([C:17]#[N:18])[C:12](OCC)=[O:13])=O)(C)(C)C.[H-].[Na+].C(=O)([O-])O.[Na+]>O1CCCC1>[C:17]([C:11]1([CH:19]2[CH2:22][N:21]([C:23]([O:25][C:26]([CH3:29])([CH3:28])[CH3:27])=[O:24])[CH2:20]2)[CH2:10][CH2:9][NH:8][C:12]1=[O:13])#[N:18] |f:1.2,3.4|. Reported procedure: tert-Butyl 3-(4-((tert-butoxycarbonyl)amino)-2-cyano-1-ethoxy-1-oxobutan-2-yl)azetidine-1-carboxylate (7 g) obtained in Step B of Example 309 in tetrahydrofuran (80 mL) was added sodium hydride (60% in mineral oil, 816 mg) in an ice bath, and the mixture was stirred at room temperature for 1 hr. To the reaction mixture was added saturated aqueous sodium hydrogen carbonate solution, and the mixture was extracted with ethyl acetate. The obtained organic layer was washed with saturated brine, and d... Reactants: C1(=CC=CC=C1)[C@@H]([C@@H](N)C1=CC=CC=C1)N ((1S,2S)-(-)-1,2-diphenylethylenediamine), CO (MeOH), OC(C(C1=CC=CC=C1)=NO)C1=CC=CC=C1 (1-hydroxy-2-hydroxyimino-1,2-diphenylethane). The solvent is C1=CC=CC=C1 (benzene). Product: C1(=CC=CC=C1)[C@@H]([C@@H](N)C1=CC=CC=C1)N.OC(C(C1=CC=CC=C1)=NO)C1=CC=CC=C1 ((1S,2S)-(-)-1,2-diphenylethylenediamine·1-hydroxy-2-hydroxyimino-1,2-diphenylethane). Reaction SMILES: [C:1]1([C@H:7]([NH2:16])[C@H:8]([C:10]2[CH:15]=[CH:14][CH:13]=[CH:12][CH:11]=2)[NH2:9])[CH:6]=[CH:5][CH:4]=[CH:3][CH:2]=1.CO.[OH:19][CH:20]([C:30]1[CH:35]=[CH:34][CH:33]=[CH:32][CH:31]=1)[C:21](=[N:28][OH:29])[C:22]1[CH:27]=[CH:26][CH:25]=[CH:24][CH:23]=1>C1C=CC=CC=1>[C:10]1([C@H:8]([NH2:9])[C@H:7]([C:1]2[CH:6]=[CH:5][CH:4]=[CH:3][CH:2]=2)[NH2:16])[CH:11]=[CH:12][CH:13]=[CH:14][CH:15]=1.[OH:19][CH:20]([C:30]1[CH:35]=[CH:34][CH:33]=[CH:32][CH:31]=1)[C:21](=[N:28][OH:29])[C:22]1[CH:27]=[CH:26][CH:25]=[CH:24][CH:23]=1 |f:4.5|. Procedure details: 0.934 g (4.40 mmol) of (1S,2S)-(-)-1,2-diphenylethylenediamine of α!D20 =-103.1° (c 1.00, MeOH ) and 1.00 g (4.40 mmol) of dl-1-hydroxy-2-hydroxyimino-1,2-diphenylethane were added to 3 ml of benzene and then heated and stirred, and the solution was cooled to room temperature. Afterward, the precipitated crystals were collected by filtration and then recrystallized from 2 ml of benzene once to obtain 0.250 g of (1S,2S)-(-)-1,2-diphenylethylenediamine·1-hydroxy-2-hydroxyimino-1,2-diphenylethane. ... The reactants are Cc1csc(N)n1, CC(C)=C(Cl)N(C)C, ClCCl, CN1CCC(Oc2cc(Oc3cnc(C(=O)N4CCC4)cn3)cc(C(=O)O)c2)C1=O, c1ccncc1. The product is Cc1csc(NC(=O)c2cc(Oc3cnc(C(=O)N4CCC4)cn3)cc(OC3CCN(C)C3=O)c2)n1. Reaction SMILES: [CH3:39][c:40]1[n:41][c:42]([NH2:45])[s:43][cH:44]1.[Cl:1][C:2]([N:3]([CH3:4])[CH3:5])=[C:6]([CH3:7])[CH3:8].[Cl:52][CH2:53][Cl:54].[N:9]1([C:13](=[O:14])[c:15]2[n:16][cH:17][c:18]([O:21][c:22]3[cH:23][c:24]([C:25](=[O:26])[OH:27])[cH:28][c:29]([O:31][CH:32]4[C:33](=[O:38])[N:34]([CH3:37])[CH2:35][CH2:36]4)[cH:30]3)[n:19][cH:20]2)[CH2:10][CH2:11][CH2:12]1.[cH:46]1[cH:47][cH:48][n:49][cH:50][cH:51]1>>[N:9]1([C:13](=[O:14])[c:15]2[n:16][cH:17][c:18]([O:21][c:22]3[cH:23][c:24]([C:25](=[O:27])[NH:45][c:42]4[n:41][c:40]([CH3:39])[cH:44][s:43]4)[cH:28][c:29]([O:31][CH:32]4[C:33](=[O:38])[N:34]([CH3:37])[CH2:35][CH2:36]4)[cH:30]3)[n:19][cH:20]2)[CH2:10][CH2:11][CH2:12]1. Starting materials: [N+](=O)([O-])C=1C=NC2=CC=CN=C2C1NCCNC(OC(C)(C)C)=O (1,1-Dimethylethyl N-{2-[(3-nitro[1,5]naphthyridin-4-yl)amino]ethyl}carbamate). Reagents/catalysts: [Pt] (platinum on carbon). Run in C(C)(=O)OCC (ethyl acetate). Conditions: time 8 hour. The product is NC=1C=NC2=CC=CN=C2C1NCCNC(OC(C)(C)C)=O (1,1-dimethylethyl N-{2-[(3-amino[1,5]naphthyridin-4-yl)amino]ethyl}carbamate). Isolated yield 100.0%. Reaction SMILES: [N+:1]([C:4]1[CH:5]=[N:6][C:7]2[C:12]([C:13]=1[NH:14][CH2:15][CH2:16][NH:17][C:18](=[O:24])[O:19][C:20]([CH3:23])([CH3:22])[CH3:21])=[N:11][CH:10]=[CH:9][CH:8]=2)([O-])=O>[Pt].C(OCC)(=O)C>[NH2:1][C:4]1[CH:5]=[N:6][C:7]2[C:12]([C:13]=1[NH:14][CH2:15][CH2:16][NH:17][C:18](=[O:24])[O:19][C:20]([CH3:22])([CH3:21])[CH3:23])=[N:11][CH:10]=[CH:9][CH:8]=2. Procedure details: 1,1-Dimethylethyl N-{2-[(3-nitro[1,5]naphthyridin-4-yl)amino]ethyl}carbamate (10 g, 0.03 mol), ethyl acetate (800 mL) and platinum on carbon catalyst were combined in a Parr bottle and then the mixture was hydrogenated overnight. The reaction mixture was filtered to remove the catalyst. The filtrate was concentrated under vacuum to provide 9.1 g of 1,1-dimethylethyl N-{2-[(3-amino[1,5]naphthyridin-4-yl)amino]ethyl}carbamate as a yellow syrup. Analysis: Calculated for C15H21N5O2+0.1 CH3CO2C2H5: %... The reactants are C(C1=CC=CC=C1)O[C@H]1[C@H]([C@H]2N=C(S[C@H]2O[C@@H]1[C@](C(F)(F)F)(C)O)N(C(OC(C)(C)C)=O)C)F (tert-butyl ((3aR,5S,6R,7S,7aR)-6-(benzyloxy)-7-fluoro-5-((S)-1,1,1-trifluoro-2-hydroxypropan-2-yl)-5,6,7,7a-tetrahydro-3aH-pyrano[3,2-d]thiazol-2-yl)(methyl)carbamate), [Si](C)(C)(C)C(F)(F)F (TMSCF3), B(Cl)(Cl)Cl (BCl3). The solvent is C(Cl)Cl (DCM). Conditions: time 4 hour. Product: F[C@@H]1[C@@H]([C@H](O[C@H]2[C@@H]1N=C(S2)NC)[C@](C(F)(F)F)(C)O)O ((3aR,5S,6R,7S,7aR)-7-fluoro-2-(methylamino)-5-((S)-1,1,1-trifluoro-2-hydroxypropan-2-yl)-5,6,7,7a-tetrahydro-3aH-pyrano[3,2-d]thiazol-6-ol). Isolated yield 92.0%. As a reaction SMILES: C([O:8][C@@H:9]1[C@@H:17]([C@@:18]([OH:24])([CH3:23])[C:19]([F:22])([F:21])[F:20])[O:16][C@H:15]2[C@H:11]([N:12]=[C:13]([N:25](C)[C:26](=O)OC(C)(C)C)[S:14]2)[C@@H:10]1[F:34])C1C=CC=CC=1.[Si](C(F)(F)F)(C)(C)C.B(Cl)(Cl)Cl>C(Cl)Cl>[F:34][C@H:10]1[C@H:11]2[N:12]=[C:13]([NH:25][CH3:26])[S:14][C@H:15]2[O:16][C@H:17]([C@@:18]([OH:24])([CH3:23])[C:19]([F:22])([F:21])[F:20])[C@H:9]1[OH:8]. Procedure: To a solution of tert-butyl ((3aR,5S,6R,7S,7aR)-6-(benzyloxy)-7-fluoro-5-((S)-1,1,1-trifluoro-2-hydroxypropan-2-yl)-5,6,7,7a-tetrahydro-3aH-pyrano[3,2-d]thiazol-2-yl)(methyl)carbamate (minor isomer from the TMSCF3 addition step) (0.136 g, 0.277 mmol) and PMB (0.10 g, 0.68 mmol) in dry DCM (5 mL) at −78° C. under N2, was added BCl3 (1.0 M in DCM, 2.0 mL, 2.0 mmol). The mixture was stirred for ˜4 h while the temperature of the cooling bath slowly warmed to room temperature. The reaction mixture wa...